This data is from the Open Reaction Database (ORD), a public repository of structured organic reaction records. The task is: describe an organic reaction: reactants, conditions, products, and yield The reactants are CC(=O)O, CC(=O)[O-], CC(=O)[O-], CC(=O)O, CSc1ccc([N+](=O)[O-])cc1, CS(N)(=O)=O, ClCCl, O=[IH2]c1ccccc1, [Rh+2]. Yields the product CS(=NS(C)(=O)=O)c1ccc([N+](=O)[O-])cc1. As a reaction SMILES: [C:1]([OH:2])(=[O:3])[CH3:4].[C:36]([O-:37])(=[O:38])[CH3:39].[C:41]([O-:42])(=[O:43])[CH3:44].[C:5]([OH:6])(=[O:7])[CH3:8].[CH3:17][S:18][c:19]1[cH:20][cH:21][c:22]([N+:25](=[O:26])[O-:27])[cH:23][cH:24]1.[CH3:28][S:29](=[O:30])(=[O:31])[NH2:32].[Cl:33][CH2:34][Cl:35].[IH2:9]([c:10]1[cH:11][cH:12][cH:13][cH:14][cH:15]1)=[O:16].[Rh+2:40]>>[CH3:17][S:18]([c:19]1[cH:20][cH:21][c:22]([N+:25](=[O:26])[O-:27])[cH:23][cH:24]1)=[N:32][S:29]([CH3:28])(=[O:30])=[O:31].